Dataset: the Open Reaction Database (ORD), a public repository of structured organic reaction records. Task: describe an organic reaction: reactants, conditions, products, and yield Reactants: O=C([O-])O, ClCCl, OCc1ccc(I)cc1C(F)(F)F, [Na+], BrP(Br)Br. Product: FC(F)(F)c1cc(I)ccc1CBr. RXN SMILES: [C:18](=[O:19])([O-:20])[OH:21].[Cl:23][CH2:24][Cl:25].[I:1][c:2]1[cH:3][c:4]([C:10]([F:11])([F:12])[F:13])[c:5]([CH2:8][OH:9])[cH:6][cH:7]1.[Na+:22].[P:14]([Br:15])([Br:16])[Br:17]>>[I:1][c:2]1[cH:3][c:4]([C:10]([F:11])([F:12])[F:13])[c:5]([CH2:8][Br:15])[cH:6][cH:7]1. Reactants: O (water), BrC=1C(=CC2=C(C=3N(CCO2)C(=C(N3)C(N)=O)C(=O)OC)C1)F (Methyl 10-bromo-2-carbamoyl-9-fluoro-5,6-dihydroimidazo[1,2-d][1,4]benzoxazepine-3-carboxylate), CC(CO)C#C (2-Methyl-3-butyne-ol). Yields the product C(N)(=O)C=1N=C2N(CCOC3=C2C=C(C(=C3)F)C#CC(C)(C)O)C1C(=O)OC (methyl 2-carbamoyl-9-fluoro-10-(3-hydroxy-3-methyl-but-1-ynyl)-5,6-dihydroimidazo[1,2-d][1,4]benzoxazepine-3-carboxylate). Reaction SMILES: Br[C:2]1[C:3]([F:23])=[CH:4][C:5]2[O:11][CH2:10][CH2:9][N:8]3[C:12]([C:18]([O:20][CH3:21])=[O:19])=[C:13]([C:15](=[O:17])[NH2:16])[N:14]=[C:7]3[C:6]=2[CH:22]=1.[CH3:24][CH:25]([C:28]#[CH:29])[CH2:26]O.[OH2:30]>>[C:15]([C:13]1[N:14]=[C:7]2[C:6]3[CH:22]=[C:2]([C:29]#[C:28][C:25]([OH:30])([CH3:26])[CH3:24])[C:3]([F:23])=[CH:4][C:5]=3[O:11][CH2:10][CH2:9][N:8]2[C:12]=1[C:18]([O:20][CH3:21])=[O:19])(=[O:17])[NH2:16]. Reported procedure: Methyl 10-bromo-2-carbamoyl-9-fluoro-5,6-dihydroimidazo[1,2-d][1,4]benzoxazepine-3-carboxylate (2 g) was reacted with 2-Methyl-3-butyne-ol similar to as described in Procedure E to afford 2 g of methyl 2-carbamoyl-9-fluoro-10-(3-hydroxy-3-methyl-but-1-ynyl)-5,6-dihydroimidazo[1,2-d][1,4]benzoxazepine-3-carboxylate following triteration from water. MS (Q1) 388 (M)+. Methyl 2-carbamoyl-9-fluoro-10-(3-hydroxy-3-methyl-but-1-ynyl)-5,6-dihydroimidazo[1,2-d][1,4]benzoxazepine-3-carboxylate (1.5 g) was...